This data is from the Open Reaction Database (ORD), a public repository of structured organic reaction records. The task is: describe an organic reaction: reactants, conditions, products, and yield The reactants are ClCCl (dichloromethane), NC=1C=CC(=C(C1)NS(=O)(=O)C)OC1=CC=CC=C1 (N-(5-amino-2-phenoxyphenyl)methanesulfonamide), N1=CC=CC=C1 (pyridine), ClCC(=O)Cl (chloroacetyl chloride). Run in O (Water). Yields the product ClCC(=O)NC=1C=CC(=C(C1)NS(=O)(=O)C)OC1=CC=CC=C1 (N-(5-chloroacetylamino-2-phenoxyphenyl)methanesulfonamide). Isolated yield 75.3%. As a reaction SMILES: ClCCl.[NH2:4][C:5]1[CH:6]=[CH:7][C:8]([O:16][C:17]2[CH:22]=[CH:21][CH:20]=[CH:19][CH:18]=2)=[C:9]([NH:11][S:12]([CH3:15])(=[O:14])=[O:13])[CH:10]=1.N1C=CC=CC=1.[Cl:29][CH2:30][C:31](Cl)=[O:32]>O>[Cl:29][CH2:30][C:31]([NH:4][C:5]1[CH:6]=[CH:7][C:8]([O:16][C:17]2[CH:18]=[CH:19][CH:20]=[CH:21][CH:22]=2)=[C:9]([NH:11][S:12]([CH3:15])(=[O:14])=[O:13])[CH:10]=1)=[O:32]. Reported procedure: To 150 ml of a dichloromethane solution containing 15.0 g of N-(5-amino-2-phenoxyphenyl)methanesulfonamide and 4.7 g of pyridine was added 6.7 g of chloroacetyl chloride under ice-cooling, followed by stirring for an hour. Water was added to the reaction solution, followed by extraction with dichloromethane. The organic layer was successively washed with water and a saturated aqueous sodium chloride solution, and dried over anhydrous magnesium sulfate. After evaporation of the solvent, the resid... The reactants are N1=CC(=CC=C1)CCCNC(=O)[C@H]1N(CC1)C(=O)OCC1=CC=CC=C1 ((2S)-N-[3-(3-Pyridyl)-1-propyl]-1-(benzyloxycarbonyl)azetidine-2-carboxamide), P(Cl)(Cl)(Cl)(Cl)Cl (Phosphorus pentachloride), N=[N+]=[N-] (HN3), Example 16, N1=CC=CC=C1 (pyridine). Run in ClCCl (dichloromethane), CO (methanol), ClCCCl (1,2-dichloroethane). Conditions: time 4 hour. Product: C(C1=CC=CC=C1)OC(=O)N1[C@@H](CC1)C1=NN=NN1CCCC=1C=NC=CC1 ((2S)-1-(Benzyloxycarbonyl)2-(1-[3-(3-pyridyl)-1-propy]-1H-tetrazol-5-yl)-azetidine). Isolated yield 40.0%. Reaction SMILES: [N:1]1[CH:6]=[CH:5][CH:4]=[C:3]([CH2:7][CH2:8][CH2:9][NH:10][C:11]([C@@H:13]2[CH2:16][CH2:15][N:14]2[C:17]([O:19][CH2:20][C:21]2[CH:26]=[CH:25][CH:24]=[CH:23][CH:22]=2)=[O:18])=O)[CH:2]=1.N1C=CC=CC=1.P(Cl)(Cl)(Cl)(Cl)Cl.[NH:39]=[N+:40]=[N-:41]>ClCCCl.ClCCl.CO>[CH2:20]([O:19][C:17]([N:14]1[CH2:15][CH2:16][C@H:13]1[C:11]1[N:10]([CH2:9][CH2:8][CH2:7][C:3]2[CH:2]=[N:1][CH:6]=[CH:5][CH:4]=2)[N:41]=[N:40][N:39]=1)=[O:18])[C:21]1[CH:26]=[CH:25][CH:24]=[CH:23][CH:22]=1. Reported procedure: To a solution of (2S)-N-[3-(3-Pyridyl)-1-propyl]-1-(benzyloxycarbonyl)azetidine-2-carboxamide from Reference Example 16 (295.7 mg, 0.837 mmol, 1.0 eq) in dry 1,2-dichloroethane (8.5 mL) was added pyridine (100 μL, 1.24 mmol, 1.5 eq) under argon. Phosphorus pentachloride (263 mg, 1.26 mmol, 1.5 eq) was added in one portion and the mixture was stirred at about room temperature for about 4 hours. A dry HN3 solution (prepared by mixing 6.5 g of NaN3 in 25 mL of water with 8.3 mL conc. HCl, extractin... Reactants: [H-].[Na+] (Sodium hydride), C1(=CC=CC=C1)C(C(C)=O)CCCC(CCCCC)OCC1=CC=CC=C1 (3-phenyl-7-benzyloxy-2-dodecanone), O (water), BrCCCCCCC(=O)OCC (Ethyl 7-bromoheptanoate). Solvent: C1=CC=CC=C1 (benzene), CN(C=O)C (dimethylformamide), CCOCC (ether). The product is C(C)(=O)C(CCCCCCC(=O)OCC)(CCCC(CCCCC)OCC1=CC=CC=C1)C1=CC=CC=C1 (Ethyl 8-Acetyl-8-phenyl-12-benzyloxyheptadecanoate). Reaction SMILES: [H-].[Na+].[C:3]1([CH:9]([CH2:13][CH2:14][CH2:15][CH:16]([O:22][CH2:23][C:24]2[CH:29]=[CH:28][CH:27]=[CH:26][CH:25]=2)[CH2:17][CH2:18][CH2:19][CH2:20][CH3:21])[C:10](=[O:12])[CH3:11])[CH:8]=[CH:7][CH:6]=[CH:5][CH:4]=1.Br[CH2:31][CH2:32][CH2:33][CH2:34][CH2:35][CH2:36][C:37]([O:39][CH2:40][CH3:41])=[O:38].O>C1C=CC=CC=1.CN(C)C=O.CCOCC>[C:10]([C:9]([C:3]1[CH:4]=[CH:5][CH:6]=[CH:7][CH:8]=1)([CH2:13][CH2:14][CH2:15][CH:16]([O:22][CH2:23][C:24]1[CH:29]=[CH:28][CH:27]=[CH:26][CH:25]=1)[CH2:17][CH2:18][CH2:19][CH2:20][CH3:21])[CH2:31][CH2:32][CH2:33][CH2:34][CH2:35][CH2:36][C:37]([O:39][CH2:40][CH3:41])=[O:38])(=[O:12])[CH3:11] |f:0.1|. Reported procedure: Sodium hydride (0.8 g., 0.033 mole) is suspended in a mixture of benzene (50 ml.) and dimethylformamide (50 ml.) and 3-phenyl-7-benzyloxy-2-dodecanone (12.1 g., 0.033 mole) is added dropwise. The resulting mixture is heated on the steam bath for 1 hour and then cooled to room temperature. Ethyl 7-bromoheptanoate (8.8 g., 0.037 mole) is added dropwise and the mixture is heated on the steam bath for 24 hours. The reaction mixture is cooled, poured into water (200 ml.) and the oily product taken up... Reactants: COC(=O)C1=C(O)c2sc(Br)cc2S(=O)(=O)N1C, Nc1ccccn1, Cc1ccccc1C. Yields the product CN1C(C(=O)Nc2ccccn2)=C(O)c2sc(Br)cc2S1(=O)=O. RXN SMILES: [Br:1][c:2]1[cH:3][c:4]2[c:5]([s:18]1)[C:6]([OH:17])=[C:7]([C:13]([O:15][CH3:14])=[O:16])[N:8]([CH3:12])[S:9]2(=[O:10])=[O:11].[NH2:19][c:20]1[n:21][cH:22][cH:23][cH:24][cH:25]1.[c:26]1([CH3:27])[c:28]([CH3:29])[cH:30][cH:31][cH:32][cH:33]1>>[Br:1][c:2]1[cH:3][c:4]2[c:5]([s:18]1)[C:6]([OH:17])=[C:7]([C:13](=[O:15])[NH:19][c:20]1[n:21][cH:22][cH:23][cH:24][cH:25]1)[N:8]([CH3:12])[S:9]2(=[O:10])=[O:11]. Reactants: C(C1=CC=CC=C1)NC1=NC=C(C(N1C)=O)C1=CC(=C(C=C1)OCC1=CC=CC=C1)F (2-(benzylamino)-5-(4-(benzyloxy)-3-fluorophenyl)-3-methylpyrimidin-4(3H)-one). Run in C(=O)(C(F)(F)F)O (TFA). Yields the product C(C1=CC=CC=C1)NC1=NC=C(C(N1C)=O)C1=CC(=C(C=C1)O)F (2-(benzylamino)-5-(3-fluoro-4-hydroxyphenyl)-3-methylpyrimidin-4(3H)-one). RXN SMILES: [CH2:1]([NH:8][C:9]1[N:14]([CH3:15])[C:13](=[O:16])[C:12]([C:17]2[CH:22]=[CH:21][C:20]([O:23]CC3C=CC=CC=3)=[C:19]([F:31])[CH:18]=2)=[CH:11][N:10]=1)[C:2]1[CH:7]=[CH:6][CH:5]=[CH:4][CH:3]=1>C(O)(C(F)(F)F)=O>[CH2:1]([NH:8][C:9]1[N:14]([CH3:15])[C:13](=[O:16])[C:12]([C:17]2[CH:22]=[CH:21][C:20]([OH:23])=[C:19]([F:31])[CH:18]=2)=[CH:11][N:10]=1)[C:2]1[CH:3]=[CH:4][CH:5]=[CH:6][CH:7]=1. Reported procedure: A solution of 2-(benzylamino)-5-(4-(benzyloxy)-3-fluorophenyl)-3-methylpyrimidin-4(3H)-one (0.145 g, 0.349 mmol) in TFA (4 mL) was stirred at 40° C. for 5 hours. The reaction was concentrated to dryness and then dried under vacuum to yield a crude residue that was purified by flash column chromatography, eluting with 20:1 CH2Cl2/MeOH. The product was obtained (105 mg; 93%) as a white foam solid. 1H NMR (400 MHz, DMSO-d6) δ 9.74 (br s, 1H), 7.93 (br s, 1H), 7.84 (s, 1H), 7.45 (m, 1H), 7.38-7.29 (... Starting materials: C(C1=CC=CC=C1)Br (Benzyl bromide), BrC1=C(NC(=C1C)C(F)(F)F)C(=O)OCC (ethyl 3-bromo-4-methyl-5-(trifluoromethyl)-1H-pyrrole-2-carboxylate), C(=O)([O-])[O-].[K+].[K+] (K2CO3). Solvent: C(C)#N (acetonitrile), CCOC(=O)C (EtOAc), O (H2O). Reaction conditions: temperature 80 celsius, time 13 hour. The product is C(C1=CC=CC=C1)N1C(=C(C(=C1C(F)(F)F)C)Br)C(=O)OCC (Ethyl 1-benzyl-3-bromo-4-methyl-5-(trifluoromethyl)-1H-pyrrole-2-carboxylate). The yield is 89.2%. RXN SMILES: [CH2:1](Br)[C:2]1[CH:7]=[CH:6][CH:5]=[CH:4][CH:3]=1.[Br:9][C:10]1[C:14]([CH3:15])=[C:13]([C:16]([F:19])([F:18])[F:17])[NH:12][C:11]=1[C:20]([O:22][CH2:23][CH3:24])=[O:21].C([O-])([O-])=O.[K+].[K+]>C(#N)C.CCOC(C)=O.O>[CH2:1]([N:12]1[C:13]([C:16]([F:19])([F:17])[F:18])=[C:14]([CH3:15])[C:10]([Br:9])=[C:11]1[C:20]([O:22][CH2:23][CH3:24])=[O:21])[C:2]1[CH:7]=[CH:6][CH:5]=[CH:4][CH:3]=1 |f:2.3.4|. Reported procedure: Benzyl bromide (10.9 mL, 91.66 mmol) was added to the solution of crude ethyl 3-bromo-4-methyl-5-(trifluoromethyl)-1H-pyrrole-2-carboxylate (25 g, 83.33 mmol) and K2CO3 (23.03 g, 166.66 mmol) in acetonitrile. The reaction mixture was stirred for 13 h at 80° C. Then the reaction mixture was cooled to RT and then diluted with EtOAc and H2O. The aqueous layer was extracted with EtOAc (2×400 mL). Combined organic layer was dried over anhydrous Na2SO4, concentrated under reduced pressure to yield cru...